From a dataset of the Open Reaction Database (ORD), a public repository of structured organic reaction records. describe an organic reaction: reactants, conditions, products, and yield Starting materials: O (water), [Si](C)(C)(C(C)(C)C)OC[C@@H]([C@@H](C1=CC=C(C=C1)C(F)(F)F)NC(OC(C)(C)C)=O)O (tert-butyl (1R,2R)-3-(tert-butyldimethylsilyloxy)-2-hydroxy-1-(4-(trifluoromethyl)phenyl)-propylcarbamate), TEA, CS(=O)(=O)Cl (methanesulfonyl chloride). The reagents and catalysts are CN(C1=CC=NC=C1)C (N,N-dimethylpyridin-4-amine). The solvent is C(Cl)Cl (DCM). Product: CS(=O)(=O)O[C@H]([C@@H](C1=CC=C(C=C1)C(F)(F)F)NC(=O)OC(C)(C)C)CO[Si](C)(C)C(C)(C)C ((1R,2R)-1-((tert-Butoxycarbonyl)amino)-3-(tert-butyldimethylsilyloxy)-1-(4-(trifluoromethyl)phenyl)propan-2-yl methanesulfonate). Yield: 88.0%. Reaction SMILES: [Si:1]([O:8][CH2:9][C@H:10]([OH:30])[C@H:11]([NH:22][C:23](=[O:29])[O:24][C:25]([CH3:28])([CH3:27])[CH3:26])[C:12]1[CH:17]=[CH:16][C:15]([C:18]([F:21])([F:20])[F:19])=[CH:14][CH:13]=1)([C:4]([CH3:7])([CH3:6])[CH3:5])([CH3:3])[CH3:2].[CH3:31][S:32](Cl)(=[O:34])=[O:33].O>C(Cl)Cl.CN(C)C1C=CN=CC=1>[CH3:31][S:32]([O:30][C@@H:10]([CH2:9][O:8][Si:1]([C:4]([CH3:7])([CH3:6])[CH3:5])([CH3:3])[CH3:2])[C@H:11]([NH:22][C:23]([O:24][C:25]([CH3:28])([CH3:27])[CH3:26])=[O:29])[C:12]1[CH:13]=[CH:14][C:15]([C:18]([F:21])([F:19])[F:20])=[CH:16][CH:17]=1)(=[O:34])=[O:33]. Procedure details: To a solution of tert-butyl (1R,2R)-3-(tert-butyldimethylsilyloxy)-2-hydroxy-1-(4-(trifluoromethyl)phenyl)-propylcarbamate (14.50 g, 32.3 mmol) in 50 mL DCM at −15° C. were added TEA (4.57 g, 45.2 mmol), N,N-dimethylpyridin-4-amine (0.197 g, 1.61 mmol), and methanesulfonyl chloride (3.26 mL, 41.9 mmol). The mixture was allowed to warm to room temperature. Distilled water (200 mL) was added, and the aqueous phase was extracted into DCM (2×200 mL). The combined organic layers were washed with cold... Starting materials: COC(=O)c1ccc(Br)n1C, O=C([O-])[O-], COCCOC, ClCCl, [Na+], [Na+], O, OB(O)c1ccccc1. Product: COC(=O)c1ccc(-c2ccccc2)n1C. RXN SMILES: [Br:1][c:2]1[cH:3][cH:4][c:5]([C:8](=[O:9])[O:10][CH3:11])[n:6]1[CH3:7].[C:21](=[O:22])([O-:23])[O-:24].[CH3:30][O:31][CH2:32][CH2:33][O:34][CH3:35].[Cl:27][CH2:28][Cl:29].[Na+:25].[Na+:26].[OH2:36].[OH:12][B:13]([OH:14])[c:15]1[cH:16][cH:17][cH:18][cH:19][cH:20]1>>[c:2]1(-[c:15]2[cH:16][cH:17][cH:18][cH:19][cH:20]2)[cH:3][cH:4][c:5]([C:8](=[O:9])[O:10][CH3:11])[n:6]1[CH3:7]. RXN SMILES: [Br:1][c:2]1[c:3]([Cl:21])[c:4]([CH2:12][NH:13][C:14](=[O:15])[O:16][C:17]([CH3:18])([CH3:19])[CH3:20])[c:5]([F:11])[c:6]([N+:8](=[O:9])[O-:10])[cH:7]1.[CH3:22][CH2:23][OH:24].[H-:30].[Na+:31].[O:25]1[CH2:26][CH2:27][CH2:28][CH2:29]1.[OH2:32]>>[Br:1][c:2]1[c:3]([Cl:21])[c:4]([CH2:12][NH:13][C:14](=[O:15])[O:16][C:17]([CH3:18])([CH3:19])[CH3:20])[c:5]([O:24][CH2:23][CH3:22])[c:6]([N+:8](=[O:9])[O-:10])[cH:7]1. Reactants: CC(C)(C)OC(=O)NCc1c(F)c([N+](=O)[O-])cc(Br)c1Cl, CCO, [H-], [Na+], C1CCOC1, O. Product: CCOc1c([N+](=O)[O-])cc(Br)c(Cl)c1CNC(=O)OC(C)(C)C. Reactants: O.[OH-].[Li+] (lithium hydroxide monohydrate), solution, O1CCCC1 (tetrahydrofuran), C=1(C(=CC=CC1)C(=O)CN1C(C(CN(C2=C1C=C(C=C2)C)C(C(CC)CC)=O)NC(=O)NC2=CC(=CC=C2)C(=O)OCC)=O)C (1-[1-(2-Toluoylmethyl)-2-oxo-5-(2-ethylbutanoyl)-8-methyl-1,3,4,5-tetrahydro-2H-1,5-benzodiazepin-3-yl]-3-(3-ethoxycarbonylphenyl)urea). Solvent: CO (methanol). Product: C=1(C(=CC=CC1)C(=O)CN1C(C(CN(C2=C1C=C(C=C2)C)C(C(CC)CC)=O)NC(NC=2C=C(C(=O)O)C=CC2)=O)=O)C (3-[3-[1-(2-toluoylmethyl)-2-oxo-5-(2-ethylbutanoyl)-8-methyl-1,3,4,5-tetrahydro-2H-1,5-benzodiazepin-3-yl]ureido]benzoic acid). The yield is 69.7%. As a reaction SMILES: [C:1]1([CH3:45])[C:2]([C:7]([CH2:9][N:10]2[C:16]3[CH:17]=[C:18]([CH3:21])[CH:19]=[CH:20][C:15]=3[N:14]([C:22](=[O:28])[CH:23]([CH2:26][CH3:27])[CH2:24][CH3:25])[CH2:13][CH:12]([NH:29][C:30]([NH:32][C:33]3[CH:38]=[CH:37][CH:36]=[C:35]([C:39]([O:41]CC)=[O:40])[CH:34]=3)=[O:31])[C:11]2=[O:44])=[O:8])=[CH:3][CH:4]=[CH:5][CH:6]=1.O.[OH-].[Li+].O1CCCC1>CO>[C:1]1([CH3:45])[C:2]([C:7]([CH2:9][N:10]2[C:16]3[CH:17]=[C:18]([CH3:21])[CH:19]=[CH:20][C:15]=3[N:14]([C:22](=[O:28])[CH:23]([CH2:24][CH3:25])[CH2:26][CH3:27])[CH2:13][CH:12]([NH:29][C:30](=[O:31])[NH:32][C:33]3[CH:34]=[C:35]([CH:36]=[CH:37][CH:38]=3)[C:39]([OH:41])=[O:40])[C:11]2=[O:44])=[O:8])=[CH:3][CH:4]=[CH:5][CH:6]=1 |f:1.2.3|. Procedure: 1-[1-(2-Toluoylmethyl)-2-oxo-5-(2-ethylbutanoyl)-8-methyl-1,3,4,5-tetrahydro-2H-1,5-benzodiazepin-3-yl]-3-(3-ethoxycarbonylphenyl)urea (510 mg) was dissolved in methanol (24 ml), aqueous lithium hydroxide monohydrate (175 mg) solution (12 ml) and tetrahydrofuran (12 ml) were added, and the mixture was refluxed for one hour. The reaction mixture was concentrated under reduced pressure, 1N hydrochloric acid was added to the residue, and extracted with ethyl acetate. The organic layer was dried ove... The reactants are CC1CCCC(C)N1, Nc1ccccc1CC(Cl)C(=O)O, Cl, [Na+], CN(C)C=O, [OH-]. Yields the product O=C(O)C1Cc2ccccc2N1. As a reaction SMILES: [CH3:1][CH:2]1[CH2:3][CH2:4][CH2:5][CH:6]([CH3:7])[NH:8]1.[Cl:9][CH:10]([C:11](=[O:12])[OH:13])[CH2:14][c:15]1[c:16]([NH2:21])[cH:17][cH:18][cH:19][cH:20]1.[ClH:24].[Na+:23].[O:25]=[CH:26][N:27]([CH3:28])[CH3:29].[OH-:22]>>[CH:10]1([C:11](=[O:12])[OH:13])[CH2:14][c:15]2[c:16]([cH:17][cH:18][cH:19][cH:20]2)[NH:21]1.